This data is from the Open Reaction Database (ORD), a public repository of structured organic reaction records. The task is: describe an organic reaction: reactants, conditions, products, and yield Starting materials: O=C1C=C(NC=C1OCC1=CC=CC=C1)/C=C/C(=O)OCC ((E)-3-[1,4-Dihydro-4-oxo-5-(phenylmethoxy)-2-pyridinyl]-2-propenoic acid, ethyl ester), [OH-].[K+] (potassium hydroxide). Run in C(C)O (ethanol). Product: O=C1C=C(NC=C1OCC1=CC=CC=C1)/C=C/C(=O)O ((E)-3-[1,4-Dihydro-4-oxo-5-(phenylmethoxy)-2-pyridinyl]-2-propenoic acid). Reaction SMILES: [O:1]=[C:2]1[C:7]([O:8][CH2:9][C:10]2[CH:15]=[CH:14][CH:13]=[CH:12][CH:11]=2)=[CH:6][NH:5][C:4](/[CH:16]=[CH:17]/[C:18]([O:20]CC)=[O:19])=[CH:3]1.[OH-].[K+]>C(O)C>[O:1]=[C:2]1[C:7]([O:8][CH2:9][C:10]2[CH:15]=[CH:14][CH:13]=[CH:12][CH:11]=2)=[CH:6][NH:5][C:4](/[CH:16]=[CH:17]/[C:18]([OH:20])=[O:19])=[CH:3]1 |f:1.2|. Reported procedure: (E)-3-[1,4-Dihydro-4-oxo-5-(phenylmethoxy)-2-pyridinyl]-2-propenoic acid, ethyl ester (1.5 g) and 0.29 g of potassium hydroxide were stirred in 30 ml of ethanol for two hours at 50° C. After evaporating the solvent, the residue was dissolved in 100 ml of water and filtered. Hydrochloric acid (2N) was added to the filtrate until pH 5 was reached; crystals of the title compound separated. The crystals were filtered and washed with water and dried in vacuo (yield: 1.14 g). The reactants are CCc1ccc(C(=O)c2cc(I)cc(Br)c2C)cc1, CC[SiH](CC)CC, CC#N, CC(C)OC(C)C, ClCCl, [K+], [OH-]. Yields the product CCc1ccc(Cc2cc(I)cc(Br)c2C)cc1. RXN SMILES: [Br:1][c:2]1[c:3]([CH3:19])[c:4]([C:9](=[O:10])[c:11]2[cH:12][cH:13][c:14]([CH2:17][CH3:18])[cH:15][cH:16]2)[cH:5][c:6]([I:8])[cH:7]1.[CH2:20]([SiH:21]([CH2:22][CH3:23])[CH2:24][CH3:25])[CH3:26].[CH3:39][C:40]#[N:41].[CH:29]([O:30][CH:31]([CH3:32])[CH3:33])([CH3:34])[CH3:35].[Cl:36][CH2:37][Cl:38].[K+:28].[OH-:27]>>[Br:1][c:2]1[c:3]([CH3:19])[c:4]([CH2:9][c:11]2[cH:12][cH:13][c:14]([CH2:17][CH3:18])[cH:15][cH:16]2)[cH:5][c:6]([I:8])[cH:7]1. The reactants are [BH4-], COc1ccc(C=O)cc1Br, CCO, [Na+], C1CCOC1. The product is COc1ccc(CO)cc1Br. As a reaction SMILES: [BH4-:12].[Br:1][c:2]1[cH:3][c:4]([CH:5]=[O:6])[cH:7][cH:8][c:9]1[O:10][CH3:11].[CH3:14][CH2:15][OH:16].[Na+:13].[O:17]1[CH2:18][CH2:19][CH2:20][CH2:21]1>>[Br:1][c:2]1[cH:3][c:4]([CH2:5][OH:6])[cH:7][cH:8][c:9]1[O:10][CH3:11]. Reactants: BrC=1C=C(C=NC1Cl)OC[C@@H]1N(CCC1)C(=O)OC(C)(C)C (5-bromo-6-chloro-3-(1-BOC-2-(R)-pyrrolidinylmethoxy)pyridine), S1C(=CC=C1)B(O)O (2-thienylboronic acid), C(=O)([O-])[O-].[Na+].[Na+] (Na2CO3), Pd(0). Solvent: C1(=CC=CC=C1)C (toluene). Yields the product S1C(=CC=C1)C=1C=C(C=NC1Cl)OC[C@@H]1N(CCC1)C(=O)OC(C)(C)C (5-(2-Thienyl)-6-chloro-3-(1-BOC-2-(R)-pyrrolidinylmethoxy)pyridine). Isolated yield 18.6%. RXN SMILES: Br[C:2]1[CH:3]=[C:4]([O:9][CH2:10][C@H:11]2[CH2:15][CH2:14][CH2:13][N:12]2[C:16]([O:18][C:19]([CH3:22])([CH3:21])[CH3:20])=[O:17])[CH:5]=[N:6][C:7]=1[Cl:8].[S:23]1[CH:27]=[CH:26][CH:25]=[C:24]1B(O)O.C([O-])([O-])=O.[Na+].[Na+]>C1(C)C=CC=CC=1>[S:23]1[CH:27]=[CH:26][CH:25]=[C:24]1[C:2]1[CH:3]=[C:4]([O:9][CH2:10][C@H:11]2[CH2:15][CH2:14][CH2:13][N:12]2[C:16]([O:18][C:19]([CH3:22])([CH3:21])[CH3:20])=[O:17])[CH:5]=[N:6][C:7]=1[Cl:8] |f:2.3.4|. Procedure: A mixture of 5-bromo-6-chloro-3-(1-BOC-2-(R)-pyrrolidinylmethoxy)pyridine from Example 69a (310 mg, 0.87 mmol), 2-thienylboronic acid (167 mg, 1.3 mmol), 2 M Na2CO3 (3 mL) and Pd(0) (32 mg) were mixed together in toluene (6 mL), and the mixture was heated at reflux for 4 hours. The mixture was cooled and extracted with CHCl3. The CHCl3 was removed under reduced pressure, and the residue was chromatographed on a silica gel column, eluting with hexane/EtOAc 1:1 to afford the title compound (64 mg,... Starting materials: F[B-](F)(F)F, CCOC(=O)c1cc2cc(C(=O)O)ccc2[nH]1, CN(C)C=O, C1CC(N2CCNCC2)C1, CCN(C(C)C)C(C)C, CN(C)C(On1nnc2ccccc21)=[N+](C)C. Product: CCOC(=O)c1cc2cc(C(=O)N3CCN(C4CCC4)CC3)ccc2[nH]1. Reaction SMILES: [B-:18]([F:19])([F:20])([F:21])[F:22].[CH3:1][CH2:2][O:3][C:4](=[O:5])[c:6]1[nH:7][c:8]2[cH:9][cH:10][c:11]([C:15](=[O:16])[OH:17])[cH:12][c:13]2[cH:14]1.[CH3:59][N:60]([CH3:61])[CH:62]=[O:63].[CH:40]1([N:44]2[CH2:45][CH2:46][NH:47][CH2:48][CH2:49]2)[CH2:41][CH2:42][CH2:43]1.[CH:50]([N:51]([CH2:52][CH3:53])[CH:54]([CH3:55])[CH3:56])([CH3:57])[CH3:58].[n:23]1([O:24][C:25]([N:26]([CH3:27])[CH3:28])=[N+:29]([CH3:30])[CH3:31])[c:32]2[cH:33][cH:34][cH:35][cH:36][c:37]2[n:38][n:39]1>>[CH3:1][CH2:2][O:3][C:4](=[O:5])[c:6]1[nH:7][c:8]2[cH:9][cH:10][c:11]([C:15](=[O:17])[N:47]3[CH2:46][CH2:45][N:44]([CH:40]4[CH2:41][CH2:42][CH2:43]4)[CH2:49][CH2:48]3)[cH:12][c:13]2[cH:14]1. Reactants: C1CCOC1, COc1ccc2c(OC(C)C)c(C(=O)O)ccc2c1, O=C(Cl)C(=O)Cl, [NH4+], CN(C)C=O, [OH-], O. Product: COc1ccc2c(OC(C)C)c(C(N)=O)ccc2c1. As a reaction SMILES: [CH2:28]1[O:29][CH2:30][CH2:31][CH2:32]1.[CH3:1][O:2][c:3]1[cH:4][c:5]2[cH:6][cH:7][c:8]([C:17](=[O:18])[OH:19])[c:9]([O:13][CH:14]([CH3:15])[CH3:16])[c:10]2[cH:11][cH:12]1.[Cl:20][C:21]([C:22]([Cl:23])=[O:24])=[O:25].[NH4+:27].[O:34]=[CH:35][N:36]([CH3:37])[CH3:38].[OH-:26].[OH2:33]>>[CH3:1][O:2][c:3]1[cH:4][c:5]2[cH:6][cH:7][c:8]([C:17](=[O:19])[NH2:27])[c:9]([O:13][CH:14]([CH3:15])[CH3:16])[c:10]2[cH:11][cH:12]1. Starting materials: FC=1C=C(C[C@@H]2NC(O[C@@H]2[C@@H]2N(CC3=CC=CC=C3C2)CC2=CC=C(C=C2)OC)=O)C=C(C1)F ((4S,5S)-4-(3,5-difluorobenzyl)-5-((R)-2-(4-methoxybenzyl)-1,2,3,4-tetrahydroisoquinolin-3-yl)oxazolidin-2-one), [Li+].[OH-] (LiOH). The solvent is CCO (EtOH), O (H2O). Reaction conditions: time 8 hour. Product: COC1=CC=C(CN2CC3=CC=CC=C3C[C@@H]2[C@H]([C@H](CC2=CC(=CC(=C2)F)F)N)O)C=C1 ((1S,2S)-1-((R)-2-(4-methoxybenzyl)-1,2,3,4-tetrahydroisoquinolin-3-yl)-2-amino-3-(3,5-difluorophenyl)propan-1-ol). Isolated yield 87.4%. RXN SMILES: [F:1][C:2]1[CH:3]=[C:4]([CH:31]=[C:32]([F:34])[CH:33]=1)[CH2:5][C@H:6]1[C@@H:10]([C@H:11]2[CH2:20][C:19]3[C:14](=[CH:15][CH:16]=[CH:17][CH:18]=3)[CH2:13][N:12]2[CH2:21][C:22]2[CH:27]=[CH:26][C:25]([O:28][CH3:29])=[CH:24][CH:23]=2)[O:9]C(=O)[NH:7]1.[Li+].[OH-]>CCO.O>[CH3:29][O:28][C:25]1[CH:24]=[CH:23][C:22]([CH2:21][N:12]2[C@@H:11]([C@@H:10]([OH:9])[C@@H:6]([NH2:7])[CH2:5][C:4]3[CH:31]=[C:32]([F:34])[CH:33]=[C:2]([F:1])[CH:3]=3)[CH2:20][C:19]3[C:14](=[CH:15][CH:16]=[CH:17][CH:18]=3)[CH2:13]2)=[CH:27][CH:26]=1 |f:1.2|. Procedure details: To a solution of (4S,5S)-4-(3,5-difluorobenzyl)-5-((R)-2-(4-methoxybenzyl)-1,2,3,4-tetrahydroisoquinolin-3-yl)oxazolidin-2-one (Step A (8), 420 mg, 0.9 mmol) in EtOH (20 mL) was added a solution of LiOH (217 mg, 9 mmol) in H2O (5 mL). This reaction mixture was brought to 60° C. and stirred overnight. The mixture was then concentrated in vacuo. Ethyl ether (100 mL) was added to the mixture and washed with 1N HCl (80 mL) twice. The aqueous phase was basified to pH 12 with 50% aqueous NaOH solution... Reactants: O1COC2=C1C=CC(=C2)CCCS (3-(1,3-benzodioxol-5-yl)propanethiol), C(CCCCCCCC)S (nonyl mercaptan). The product is C(CCCCCCCC)SSCCCC1=CC2=C(OCO2)C=C1 (3-(1,3-Benzodioxol-5-yl)propyl nonyl disulfide). Isolated yield 56.1%. As a reaction SMILES: [O:1]1[C:5]2[CH:6]=[CH:7][C:8]([CH2:10][CH2:11][CH2:12][SH:13])=[CH:9][C:4]=2[O:3][CH2:2]1.[CH2:14]([SH:23])[CH2:15][CH2:16][CH2:17][CH2:18][CH2:19][CH2:20][CH2:21][CH3:22]>>[CH2:14]([S:23][S:13][CH2:12][CH2:11][CH2:10][C:8]1[CH:7]=[CH:6][C:5]2[O:1][CH2:2][O:3][C:4]=2[CH:9]=1)[CH2:15][CH2:16][CH2:17][CH2:18][CH2:19][CH2:20][CH2:21][CH3:22]. Reported procedure: 6.2 g of the title compound was prepared from 10 g of 3-(1,3-benzodioxol-5-yl)propanethiol and 5 g of nonyl mercaptan as a colorless oil according to the same procedure as that described in Example 1.